From a dataset of the Open Reaction Database (ORD), a public repository of structured organic reaction records. describe an organic reaction: reactants, conditions, products, and yield The reactants are Cc1ccccc1, Cc1ccc(-c2ccc(Cl)cn2)cc1, [H-], OC1CN2CCC1CC2, [Na+], CN(C)C=O. Product: Cc1ccc(-c2ccc(OC3CN4CCC3CC4)cn2)cc1. RXN SMILES: [CH3:31][c:32]1[cH:33][cH:34][cH:35][cH:36][cH:37]1.[Cl:12][c:13]1[cH:14][cH:15][c:16](-[c:19]2[cH:20][cH:21][c:22]([CH3:25])[cH:23][cH:24]2)[n:17][cH:18]1.[H-:11].[N:1]12[CH2:2][CH:3]([OH:9])[CH:4]([CH2:5][CH2:6]1)[CH2:7][CH2:8]2.[Na+:10].[O:26]=[CH:27][N:28]([CH3:29])[CH3:30]>>[N:1]12[CH2:2][CH:3]([O:9][c:13]3[cH:14][cH:15][c:16](-[c:19]4[cH:20][cH:21][c:22]([CH3:25])[cH:23][cH:24]4)[n:17][cH:18]3)[CH:4]([CH2:5][CH2:6]1)[CH2:7][CH2:8]2.